This data is from the Open Reaction Database (ORD), a public repository of structured organic reaction records. The task is: describe an organic reaction: reactants, conditions, products, and yield The reactants are CCO, Cc1ccc2c(-n3ccnc3S)c(F)ccc2n1, [NH4+], [OH-]. Yields the product Cc1ccc2c(-n3ccnc3)c(F)ccc2n1. Reaction SMILES: [CH3:21][CH2:22][OH:23].[F:1][c:2]1[c:3](-[n:13]2[c:14]([SH:18])[n:15][cH:16][cH:17]2)[c:4]2[cH:5][cH:6][c:7]([CH3:12])[n:8][c:9]2[cH:10][cH:11]1.[NH4+:19].[OH-:20]>>[F:1][c:2]1[c:3](-[n:13]2[cH:14][n:15][cH:16][cH:17]2)[c:4]2[cH:5][cH:6][c:7]([CH3:12])[n:8][c:9]2[cH:10][cH:11]1. The reactants are BrC=1C(=CC(=C(C(=O)OCC)C1)OCC)C (ethyl 5-bromo-2-ethoxy-4-methylbenzoate), N(=NC(C#N)(C)C)C(C#N)(C)C (azobisisobutyronitrile), BrN1C(CCC1=O)=O (N-bromosuccinimide). The solvent is C(Cl)(Cl)(Cl)Cl (carbon tetrachloride). Product: BrC=1C(=CC(=C(C(=O)OCC)C1)OCC)CBr (Ethyl 5-bromo-4-(bromomethyl)-2-ethoxybenzoate). Reaction SMILES: [Br:1][C:2]1[C:3]([CH3:16])=[CH:4][C:5]([O:13][CH2:14][CH3:15])=[C:6]([CH:12]=1)[C:7]([O:9][CH2:10][CH3:11])=[O:8].N(C(C)(C)C#N)=NC(C)(C)C#N.[Br:29]N1C(=O)CCC1=O>C(Cl)(Cl)(Cl)Cl>[Br:1][C:2]1[C:3]([CH2:16][Br:29])=[CH:4][C:5]([O:13][CH2:14][CH3:15])=[C:6]([CH:12]=1)[C:7]([O:9][CH2:10][CH3:11])=[O:8]. Procedure details: After dissolving ethyl 5-bromo-2-ethoxy-4-methylbenzoate (19.72 g) in carbon tetrachloride, azobisisobutyronitrile (1.13 g) was added and the mixture was heated to reflux for 30 minutes. N-bromosuccinimide was added and the mixture was further heated to reflux for 1 hour. The reaction mixture was filtered and the filtrate was concentrated. The residue was purified by silica gel column chromatography (solvent: n-hexane-ethyl acetate) to yield the title compound (10.54 g) as a colorless oil. Reactants: CO, [Na+], [OH-], COC(=O)c1ccc(C=Cc2n[nH]c3ccccc23)cc1. The product is O=C(O)c1ccc(C=Cc2n[nH]c3ccccc23)cc1. Reaction SMILES: [CH3:24][OH:25].[Na+:23].[OH-:22].[nH:1]1[n:2][c:3]([CH:10]=[CH:11][c:12]2[cH:13][cH:14][c:15]([C:16](=[O:17])[O:18][CH3:19])[cH:20][cH:21]2)[c:4]2[cH:5][cH:6][cH:7][cH:8][c:9]12>>[nH:1]1[n:2][c:3]([CH:10]=[CH:11][c:12]2[cH:13][cH:14][c:15]([C:16](=[O:17])[OH:18])[cH:20][cH:21]2)[c:4]2[cH:5][cH:6][cH:7][cH:8][c:9]12. The reactants are C(C1=CC=CC=C1)N(C(=O)Cl)C (benzyl-methyl-carbamoyl chloride), C1(CC1)NC1=CC=CC=C1 (cyclopropyl-phenyl-amine), CC#N.O (CH3CN H2O), CC#N.O (CH3CN H2O), CC#N (CH3CN). The solvent is O (H2O). Yields the product C1(=CC=CC=C1)N(C(=O)Cl)C1CC1 (Phenyl-cyclopropyl-carbamoyl chloride). As a reaction SMILES: C(N(C)[C:9]([Cl:11])=[O:10])C1C=CC=CC=1.[CH:13]1([NH:16][C:17]2[CH:22]=[CH:21][CH:20]=[CH:19][CH:18]=2)[CH2:15][CH2:14]1.CC#N.O.CC#N>O>[C:17]1([N:16]([CH:13]2[CH2:15][CH2:14]2)[C:9]([Cl:11])=[O:10])[CH:22]=[CH:21][CH:20]=[CH:19][CH:18]=1 |f:2.3|. Procedure details: The title compound is prepared analogously as described for benzyl-methyl-carbamoyl chloride from cyclopropyl-phenyl-amine prepared according to 0 Synlett 2003, 14, 2139. MS (LC-MS): [M+H]+=196.2. tR (HPLC, Waters Symmetry C18 column, 20-95% CH3CN/H2O/3.5 min, 95% CH3CN/H2O, 2 min, CH3CN and H2O containing 0.1% TFA, flow: 0.6 mL/min): 4.44 min. The reactants are N1CCC2(CC1)CSC1=C(O2)C2=CC=CC=C2C(C1=O)=O (spiro[naphtho[1,2-b][1,4]oxathiine-2,4′-piperidine]-5,6-dione), C(C)C1=CC=C(OC[C@@H]2OC2)C=C1 ((2R)-2-[(4-ethylphenoxy)methyl]oxirane). Product: C(C)C1=CC=C(OC[C@@H](CN2CCC3(CC2)CSC2=C(O3)C3=CC=CC=C3C(C2=O)=O)O)C=C1 (1′-[(2R)-3-(4-ethylphenoxy)-2-hydroxypropyl]spiro[naphtho[1,2-b][1,4]oxathiine-2,4′-piperidine]-5,6-dione). As a reaction SMILES: [NH:1]1[CH2:6][CH2:5][C:4]2([O:11][C:10]3[C:12]4[C:17]([C:18](=[O:21])[C:19](=[O:20])[C:9]=3[S:8][CH2:7]2)=[CH:16][CH:15]=[CH:14][CH:13]=4)[CH2:3][CH2:2]1.[CH2:22]([C:24]1[CH:34]=[CH:33][C:27]([O:28][CH2:29][C@H:30]2[CH2:32][O:31]2)=[CH:26][CH:25]=1)[CH3:23]>>[CH2:22]([C:24]1[CH:34]=[CH:33][C:27]([O:28][CH2:29][C@H:30]([OH:31])[CH2:32][N:1]2[CH2:2][CH2:3][C:4]3([O:11][C:10]4[C:12]5[C:17]([C:18](=[O:21])[C:19](=[O:20])[C:9]=4[S:8][CH2:7]3)=[CH:16][CH:15]=[CH:14][CH:13]=5)[CH2:5][CH2:6]2)=[CH:26][CH:25]=1)[CH3:23]. Procedure details: Compound 228 was synthesized using spiro[naphtho[1,2-b][1,4]oxathiine-2,4′-piperidine]-5,6-dione, (2R)-2-[(4-ethylphenoxy)methyl]oxirane and conditions outlined in procedure Z. M.p.=145-147° C.; 400 MHz 1H NMR (DMSO-d6) δ: 7.90 (d, J=7.6 Hz, 1H), 7.81-7.76 (m, 2H), 7.59-7.54 (m, 1H), 7.10 (d, J=8.4 Hz, 2H), 6.87-6.82 (m, 2H), 4.85 (d, J=4.8 Hz, 1H), 3.99-3.92 (m, 2H), 3.86-3.81 (m, 1H), 3.07 (s, 2H), 2.85-2.75 (m, 2H), 2.55-2.41 (m, 6H), 1.98 (d, J=14.4 Hz, 2H), 1.85-1.77 (m, 2H), 1.14 (t, J=8.0... Starting materials: BrC=1C(=C(N2N=CN=C(C21)N)C2=CC(=CC=C2)OC)CCCN2CCCC2 (5-bromo-7-(3-methoxyphenyl)-6-(3-(pyrrolidin-1-yl)propyl)pyrrolo[2,1-f][1,2,4]triazin-4-amine), ClC=1C=C(OC2=C(C=C(C=C2)B(O)O)OC)C=CC1 (4-(3-chlorophenoxy)-3-methoxyphenylboronic acid), P(=O)([O-])([O-])[O-].[K+].[K+].[K+] (potassium phosphate). The reagents and catalysts are C=1C=CC(=CC1)[P](C=2C=CC=CC2)(C=3C=CC=CC3)[Pd]([P](C=4C=CC=CC4)(C=5C=CC=CC5)C=6C=CC=CC6)([P](C=7C=CC=CC7)(C=8C=CC=CC8)C=9C=CC=CC9)[P](C=1C=CC=CC1)(C=1C=CC=CC1)C=1C=CC=CC1 (Pd(PPh3)4). Run in CN(C)C=O (DMF). Conditions: temperature 90 celsius. The product is ClC=1C=C(OC2=C(C=C(C=C2)C=2C(=C(N3N=CN=C(C32)N)C3=CC(=CC=C3)OC)CCCN3CCCC3)OC)C=CC1 (5-(4-(3-chlorophenoxy)-3-methoxyphenyl)-7-(3-methoxyphenyl)-6-(3-(pyrrolidin-1-yl)propyl)pyrrolo[2,1-f][1,2,4]triazin-4-amine). Yield: 41.1%. As a reaction SMILES: Br[C:2]1[C:3]([CH2:20][CH2:21][CH2:22][N:23]2[CH2:27][CH2:26][CH2:25][CH2:24]2)=[C:4]([C:12]2[CH:17]=[CH:16][CH:15]=[C:14]([O:18][CH3:19])[CH:13]=2)[N:5]2[C:10]=1[C:9]([NH2:11])=[N:8][CH:7]=[N:6]2.[Cl:28][C:29]1[CH:30]=[C:31]([CH:44]=[CH:45][CH:46]=1)[O:32][C:33]1[CH:38]=[CH:37][C:36](B(O)O)=[CH:35][C:34]=1[O:42][CH3:43].P([O-])([O-])([O-])=O.[K+].[K+].[K+]>CN(C=O)C.C1C=CC([P]([Pd]([P](C2C=CC=CC=2)(C2C=CC=CC=2)C2C=CC=CC=2)([P](C2C=CC=CC=2)(C2C=CC=CC=2)C2C=CC=CC=2)[P](C2C=CC=CC=2)(C2C=CC=CC=2)C2C=CC=CC=2)(C2C=CC=CC=2)C2C=CC=CC=2)=CC=1>[Cl:28][C:29]1[CH:30]=[C:31]([CH:44]=[CH:45][CH:46]=1)[O:32][C:33]1[CH:38]=[CH:37][C:36]([C:2]2[C:3]([CH2:20][CH2:21][CH2:22][N:23]3[CH2:27][CH2:26][CH2:25][CH2:24]3)=[C:4]([C:12]3[CH:17]=[CH:16][CH:15]=[C:14]([O:18][CH3:19])[CH:13]=3)[N:5]3[C:10]=2[C:9]([NH2:11])=[N:8][CH:7]=[N:6]3)=[CH:35][C:34]=1[O:42][CH3:43] |f:2.3.4.5,^1:63,65,84,103|. Procedure details: To a solution of the compound (43 mg, 0.01 mmol) prepared in Example 15, the compound (29.4 mg, 0.15 mmol) prepared in Example 10, potassium phosphate (2N, 0.1 mL, 0.2 mmol), Pd(PPh3)4 (3 mg, 0.003 mmol) in DMF (3 mL) was deoxygenated by nitrogen gas for 5 minutes, and the reactor was sealed, heated at 90° C. for 6 hours. The mixture was concentrated, purified by prep TLC using 5% methanol in DCM (with 3% ammonium hydroxide solution) to give crude product which was further purified by prep HPLC ... Starting materials: C(C)(=O)C=1N=CN2C1SC(=C2)C=2[C@@H]([C@H]1N(C2C(=O)OCC2=CC=C(C=C2)[N+](=O)[O-])C([C@@H]1[C@@H](C)O)=O)C (4-nitrobenzyl (1S,5R,6S)-2-(7-acetylimidazo[5,1-b]thiazol-2-yl)-6-((1R)-1-hydroxyethyl)-1-methyl-1-carbapen-2-em-3-carboxylate), 1, P(=O)([O-])([O-])[O-].[Na+].[Na+].[Na+] (sodium phosphate). Reagents/catalysts: [Pd] (Pd-C). Run in C1CCOC1 (THF). Run at time 2 hour. The product is C(C)(=O)C=1N=CN2C1SC(=C2)C=2[C@@H]([C@H]1N(C2C(=O)[O-])C([C@@H]1[C@@H](C)O)=O)C.[Na+] (Sodium (1S,5R,6S)-2-(7-acetylimidazo[5,1-b]thiazol-2-yl)-6-((1R)-1-hydroxyethyl)-1-methyl-1-carbapen-2-em-3-carboxylate). RXN SMILES: [C:1]([C:4]1[N:5]=[CH:6][N:7]2[CH:11]=[C:10]([C:12]3[C@H:13]([CH3:36])[C@@H:14]4[C@@H:31]([C@H:32]([OH:34])[CH3:33])[C:30](=[O:35])[N:15]4[C:16]=3[C:17]([O:19]CC3C=CC([N+]([O-])=O)=CC=3)=[O:18])[S:9][C:8]=12)(=[O:3])[CH3:2].P([O-])([O-])([O-])=O.[Na+:42].[Na+].[Na+]>C1COCC1.[Pd]>[C:1]([C:4]1[N:5]=[CH:6][N:7]2[CH:11]=[C:10]([C:12]3[C@H:13]([CH3:36])[C@@H:14]4[C@@H:31]([C@H:32]([OH:34])[CH3:33])[C:30](=[O:35])[N:15]4[C:16]=3[C:17]([O-:19])=[O:18])[S:9][C:8]=12)(=[O:3])[CH3:2].[Na+:42] |f:1.2.3.4,7.8|. Reported procedure: To a solution of 98.2 mg of 4-nitrobenzyl (1S,5R,6S)-2-(7-acetylimidazo[5,1-b]thiazol-2-yl)-6-((1R)-1-hydroxyethyl)-1-methyl-1-carbapen-2-em-3-carboxylate in 5.8 ml of THF and 5.8 ml of 1/15 M sodium phosphate buffer (pH 6.6) was added 98 mg of 10% Pd-C. The reactor was purged with hydrogen, and the reaction mixture was stirred at room temperature for 2 hours. The catalyst was removed by filtration through Celite, and washed with water. The filtrate was adjusted to pH 6.5 with an aqueous sodium ...